This data is from the Open Reaction Database (ORD), a public repository of structured organic reaction records. The task is: describe an organic reaction: reactants, conditions, products, and yield Reactants: ClC1=C2C=CC=NC2=C(C(=C1)C(C)=O)N1CCC(CC1)CCO (1-{5-chloro-8-[4-(2-hydroxyethyl)piperidin-1-yl]quinolin-7-yl}ethanone), C(C)(=O)[O-].[NH4+] (ammonium acetate), C(#N)[BH3-].[Na+] (sodium cyanoborohydride), O1CCCC1 (tetrahydrofuran). RXN SMILES: [Cl:1][C:2]1[CH:11]=[C:10]([C:12](=O)[CH3:13])[C:9]([N:15]2[CH2:20][CH2:19][CH:18]([CH2:21][CH2:22][OH:23])[CH2:17][CH2:16]2)=[C:8]2[C:3]=1[CH:4]=[CH:5][CH:6]=[N:7]2.C([O-])(=O)C.[NH4+].C([BH3-])#[N:30].[Na+].O1CCCC1>CO.C(#N)C>[NH2:30][CH:12]([C:10]1[C:9]([N:15]2[CH2:20][CH2:19][CH:18]([CH2:21][CH2:22][OH:23])[CH2:17][CH2:16]2)=[C:8]2[C:3]([CH:4]=[CH:5][CH:6]=[N:7]2)=[C:2]([Cl:1])[CH:11]=1)[CH3:13] |f:1.2,3.4|. Procedure: A mixture of 1-{5-chloro-8-[4-(2-hydroxyethyl)piperidin-1-yl]quinolin-7-yl}ethanone (0.0948 g, 0.285 mmol) and ammonium acetate (0.220 g, 2.85 mmol) in methanol (1 mL) and acetonitrile (1 mL) was heated at 65° C. in a sealed tube for 1 hour. After cooling to room temperature, to the resulting mixture was added 1.0 M sodium cyanoborohydride in tetrahydrofuran (0.71 mL, 0.71 mmol). The reaction was heated at 65° C. overnight. The resulting mixture was cooled to room temperature, quenched with sat.... Run at temperature 65 celsius. Run in CO (methanol), C(C)#N (acetonitrile). The product is NC(C)C1=CC(=C2C=CC=NC2=C1N1CCC(CC1)CCO)Cl (2-{1-[7-(1-Aminoethyl)-5-chloroquinolin-8-yl]piperidin-4-yl}ethanol). Reactants: CCOC(C)OC(Cc1ccccc1)C1CCC(=O)CC1, CNC, CO, Cl, N#C[K], C1CCOC1, O. Reaction SMILES: [CH2:5]([CH3:6])[O:7][CH:8]([CH3:9])[O:10][CH:11]([CH2:12][c:13]1[cH:14][cH:15][cH:16][cH:17][cH:18]1)[CH:19]1[CH2:20][CH2:21][C:22](=[O:25])[CH2:23][CH2:24]1.[CH3:1][NH:2][CH3:3].[CH3:29][OH:30].[ClH:4].[K:26][C:27]#[N:28].[O:31]1[CH2:32][CH2:33][CH2:34][CH2:35]1.[OH2:36]>>[CH3:1][N:2]([CH3:3])[C:22]1([C:27]#[N:28])[CH2:21][CH2:20][CH:19]([CH:11]([O:10][CH:8]([O:7][CH2:5][CH3:6])[CH3:9])[CH2:12][c:13]2[cH:14][cH:15][cH:16][cH:17][cH:18]2)[CH2:24][CH2:23]1. Product: CCOC(C)OC(Cc1ccccc1)C1CCC(C#N)(N(C)C)CC1. Reactants: CCBr, CC#N, Nn1ccnn1. The product is [Br-], CCn1cc[n+](N)n1. Reaction SMILES: [CH2:7]([CH3:8])[Br:9].[CH3:10][C:11]#[N:12].[NH2:1][n:2]1[n:3][n:4][cH:5][cH:6]1>>[Br-:9].[NH2:1][n+:2]1[n:3][n:4]([CH2:7][CH3:8])[cH:5][cH:6]1. The product is CCOC(=O)c1c(-c2ccncc2)nn(-c2cccc(OC(F)(F)F)c2)c1C1CC1. RXN SMILES: [CH2:1]([CH3:2])[O:3][C:4](=[O:5])[c:6]1[c:7](-[c:14]2[cH:15][cH:16][n:17][cH:18][cH:19]2)[n:8][nH:9][c:10]1[CH:11]1[CH2:12][CH2:13]1.[F:20][C:21]([O:22][c:23]1[cH:24][c:25]([B:29]([OH:30])[OH:31])[cH:26][cH:27][cH:28]1)([F:32])[F:33]>>[CH2:1]([CH3:2])[O:3][C:4](=[O:5])[c:6]1[c:7](-[c:14]2[cH:15][cH:16][n:17][cH:18][cH:19]2)[n:8][n:9](-[c:25]2[cH:24][c:23]([O:22][C:21]([F:20])([F:32])[F:33])[cH:28][cH:27][cH:26]2)[c:10]1[CH:11]1[CH2:12][CH2:13]1. Starting materials: CCOC(=O)c1c(-c2ccncc2)n[nH]c1C1CC1, OB(O)c1cccc(OC(F)(F)F)c1. The reactants are Clc1cccnc1N1CCNCC1, CC(C)S(=O)(=O)N1CC(C(=O)O)N(c2ccc(F)cc2F)C1=O. Yields the product CC(C)S(=O)(=O)N1CC(C(=O)N2CCN(c3ncccc3Cl)CC2)N(c2ccc(F)cc2F)C1=O. RXN SMILES: [Cl:24][c:25]1[c:26]([N:31]2[CH2:32][CH2:33][NH:34][CH2:35][CH2:36]2)[n:27][cH:28][cH:29][cH:30]1.[F:1][c:2]1[c:3]([N:9]2[C:10](=[O:23])[N:11]([S:17](=[O:18])(=[O:19])[CH:20]([CH3:21])[CH3:22])[CH2:12][CH:13]2[C:14](=[O:15])[OH:16])[cH:4][cH:5][c:6]([F:8])[cH:7]1>>[F:1][c:2]1[c:3]([N:9]2[C:10](=[O:23])[N:11]([S:17](=[O:18])(=[O:19])[CH:20]([CH3:21])[CH3:22])[CH2:12][CH:13]2[C:14](=[O:16])[N:34]2[CH2:33][CH2:32][N:31]([c:26]3[c:25]([Cl:24])[cH:30][cH:29][cH:28][n:27]3)[CH2:36][CH2:35]2)[cH:4][cH:5][c:6]([F:8])[cH:7]1. Starting materials: aqueous solution, NO (hydroxylamine), C(C#CC)OC1=CC=C(C=C1)S(=O)(=O)OC1=C(C(=O)O)C=CC=C1C (2-({[4-(2-butynyloxy)phenyl]sulfonyl}oxy)-3-methylbenzoic acid), O.ON1N=NC2=C1C=CC=C2 (1-hydroxybenzotriazole hydrate), Cl.CN(CCCN=C=NCC)C (1-(3-dimethylaminopropyl)-3-ethylcarbodiimide hydrochloride). Run in C(C)(=O)OCC (ethyl acetate), CN(C=O)C (N,N-dimethylformamide). Conditions: time 1 hour. The product is C(C#CC)OC1=CC=C(C=C1)S(=O)(=O)OC1=C(C=CC=C1C)C(=O)NO (2-[(hydroxyamino)carbonyl]-6-methylphenyl 4-(2-butynyloxy)benzenesulfonate). Isolated yield 49.9%. Reaction SMILES: [CH2:1]([O:5][C:6]1[CH:11]=[CH:10][C:9]([S:12]([O:15][C:16]2[C:24]([CH3:25])=[CH:23][CH:22]=[CH:21][C:17]=2[C:18](O)=[O:19])(=[O:14])=[O:13])=[CH:8][CH:7]=1)[C:2]#[C:3][CH3:4].O.[OH:27][N:28]1C2C=CC=CC=2N=N1.Cl.CN(C)CCCN=C=NCC.NO>CN(C)C=O.C(OCC)(=O)C>[CH2:1]([O:5][C:6]1[CH:11]=[CH:10][C:9]([S:12]([O:15][C:16]2[C:24]([CH3:25])=[CH:23][CH:22]=[CH:21][C:17]=2[C:18]([NH:28][OH:27])=[O:19])(=[O:14])=[O:13])=[CH:8][CH:7]=1)[C:2]#[C:3][CH3:4] |f:1.2,3.4|. Procedure: To a solution of 0.125 g (0.347 mmol) of the product of Step 2 in 4.4 mL of N,N-dimethylformamide (DMF) is added 0.056 g (0.417 mmol) of 1-hydroxybenzotriazole hydrate (HOBT) followed by 0.089 g (0.462 mmol) of 1-(3-dimethylaminopropyl)-3-ethylcarbodiimide hydrochloride (EDC). The resulting mixture is stirred for 1 h at room temperature and then 0.095 mL of a 50% aqueous solution of hydroxylamine is added and the reaction mixture is stirred overnight. The reaction mixture is then diluted with et... Reactants: Cl (HCl), [Li+].[OH-] (LiOH), ClC1=C(NC=C1)C(=O)OC (methyl 3-chloro-1H-pyrrole-2-carboxylate), C1CCOC1 (THF). The solvent is CO (methanol). Conditions: temperature 60 celsius. Product: ClC1=C(NC=C1)C(=O)O (3-chloro-1H-pyrrole-2-carboxylic acid). Yield: 86.4%. Reaction SMILES: [Li+].[OH-].[Cl:3][C:4]1[CH:8]=[CH:7][NH:6][C:5]=1[C:9]([O:11]C)=[O:10].C1COCC1.Cl>CO>[Cl:3][C:4]1[CH:8]=[CH:7][NH:6][C:5]=1[C:9]([OH:11])=[O:10] |f:0.1|. Procedure: A solution of 1M LiOH (7.415 ml, 7.415 mmole) was added to methyl 3-chloro-1H-pyrrole-2-carboxylate (0.2958 g, 1.854 mmole) dissolved in methanol (4 ml). To the solution was added THF (4 ml) and the resulting mixture was heated to 60° C. for 4 h. The mixture was acidified with 1M HCl and partitioned with EtOAc. The organic phase was dried over MgSO4 and evaporated to afford the title compound (0.2331 g, 86%) as a brownish solid. 1H NMR (400 MHz, Acetone-d6): δ ppm 11.01 (br. s., 1H), 7.03 (t, 1H... The reactants are C(C)C1(C(NC1OC1=CC=C(C=C1)C(COC)=O)=O)CC (3,3-diethyl-4-(RS)-[4-(1-oxo-2-methoxyethyl) phenoxy]azetidin-2-one), C([O-])([O-])=O.[K+].[K+] (potassium carbonate), O (water), C(C=C)[C@H](C1=CC=C(C=C1)C)N=C=O ((R)-α-allyl-4-methyl-benzyl isocyanate). Solvent: CN(C)C=O (DMF). Yields the product C(C)C1(C(N([C@H]1OC1=CC=C(C=C1)C(COC)=O)C(=O)N[C@@H](C1=CC=C(C=C1)C)CC=C)=O)CC (3,3-diethyl-1-[(R)-α-(allyl)-4-(methyl)benzylaminocarbonyl]-4-(S)-[4-(1-(oxo)-2-(methoxy) ethyl)phenoxy]azetidin-2-one). As a reaction SMILES: [CH2:1]([C:3]1([CH2:20][CH3:21])[CH:6]([O:7][C:8]2[CH:13]=[CH:12][C:11]([C:14](=[O:18])[CH2:15][O:16][CH3:17])=[CH:10][CH:9]=2)[NH:5][C:4]1=[O:19])[CH3:2].C(=O)([O-])[O-].[K+].[K+].[CH2:28]([C@@H:31]([N:39]=[C:40]=[O:41])[C:32]1[CH:37]=[CH:36][C:35]([CH3:38])=[CH:34][CH:33]=1)[CH:29]=[CH2:30].O>CN(C=O)C>[CH2:20]([C:3]1([CH2:1][CH3:2])[C@H:6]([O:7][C:8]2[CH:13]=[CH:12][C:11]([C:14](=[O:18])[CH2:15][O:16][CH3:17])=[CH:10][CH:9]=2)[N:5]([C:40]([NH:39][C@H:31]([CH2:28][CH:29]=[CH2:30])[C:32]2[CH:37]=[CH:36][C:35]([CH3:38])=[CH:34][CH:33]=2)=[O:41])[C:4]1=[O:19])[CH3:21] |f:1.2.3|. Procedure details: To a solution of 1.64 gm (5.6 mmol) of 3,3-diethyl-4-(RS)-[4-(1-oxo-2-methoxyethyl) phenoxy]azetidin-2-one in 23 mL of dry DMF was added 78 mg (0.56 mmol) of powdered potassium carbonate and then 1.27 gm (6.8 mmol) of (R)-α-allyl-4-methyl-benzyl isocyanate, and the mixture was stirred for one hour. The solution was treated with 50 mL of water and was extracted with 100 mL of 50:50 hexanes: ethyl acetate, 80 mL of ethyl acetate and then 100 mL of hexanes: ethyl acetate. Each extract was washed wi...